This data is from the Open Reaction Database (ORD), a public repository of structured organic reaction records. The task is: describe an organic reaction: reactants, conditions, products, and yield The reactants are O=C([O-])O, CCO, Cl, N#Cc1cc(OCC(F)(F)F)ccn1, NO, [Na+]. Product: NC(=O)c1cc(OCC(F)(F)F)ccn1. Reaction SMILES: [C:1]([O-:2])(=[O:3])[OH:4].[CH3:23][CH2:24][OH:25].[ClH:6].[F:9][C:10]([CH2:11][O:12][c:13]1[cH:14][c:15]([C:19]#[N:20])[n:16][cH:17][cH:18]1)([F:21])[F:22].[NH2:7][OH:8].[Na+:5]>>[O:2]=[C:19]([c:15]1[cH:14][c:13]([O:12][CH2:11][C:10]([F:9])([F:21])[F:22])[cH:18][cH:17][n:16]1)[NH2:20]. Reactants: NC1=CC=C2C(=N1)C(=CN2)C2CCN(CC2)C (5-amino-3-(1-methylpiperidin-4-yl)pyrrolo[3,2-b]pyridine), CC1=C(SC=C1)C(=O)Cl (3-methyl-2-thiophenecarbonyl chloride). Reaction SMILES: [NH2:1][C:2]1[N:7]=[C:6]2[C:8]([CH:11]3[CH2:16][CH2:15][N:14]([CH3:17])[CH2:13][CH2:12]3)=[CH:9][NH:10][C:5]2=[CH:4][CH:3]=1.[CH3:18][C:19]1[CH:23]=[CH:22][S:21][C:20]=1[C:24](Cl)=[O:25]>>[CH3:18][C:19]1[CH:23]=[CH:22][S:21][C:20]=1[C:24]([NH:1][C:2]1[N:7]=[C:6]2[C:8]([CH:11]3[CH2:16][CH2:15][N:14]([CH3:17])[CH2:13][CH2:12]3)=[CH:9][NH:10][C:5]2=[CH:4][CH:3]=1)=[O:25]. Yield: 82.7%. Procedure: Beginning with 0.40 gm (1.74 mMol) 5-amino-3-(1-methylpiperidin-4-yl)pyrrolo[3,2-b]pyridine and 0.34 gm (2.08 mMol) 3-methyl-2-thiophenecarbonyl chloride, 0.51 gm (83%) of the title compound were prepared as a light brown foam essentially by the procedure described in Example 4. A sample was crystallized from ethanol/water for analysis. Yields the product CC1=C(SC=C1)C(=O)NC1=CC=C2C(=N1)C(=CN2)C2CCN(CC2)C (5-(N-[3-methyl-2-thiophenecarbonyl]amino)-3-(1-methylpiperidin-4-yl)pyrrolo[3,2-b]pyridine). Reactants: FC1=C(C=C(C=C1)[N+](=O)[O-])F (1,2-difluoro-4-nitrobenzene), C(#N)C(C)(C)C=1C=C(C(=O)NC2=C(C=CC(=C2)O)C)C=CC1 (3-(1-cyano-1-methylethyl)-N-(5-hydroxy-2-methylphenyl)benzamide), C([O-])([O-])=O.[K+].[K+] (potassium carbonate). Run in CN(C=O)C (N,N-dimethylformamide). Run at temperature 80 celsius, time 18 hour. Product: C(#N)C(C)(C)C=1C=C(C(=O)NC2=CC(=CC=C2)OC2=C(C=C(C=C2)[N+](=O)[O-])F)C=CC1 (3-(1-cyano-1-methylethyl)-N-[3-(2-fluoro-4-nitrophenoxy)phenyl]benzamide). Isolated yield 69.9%. As a reaction SMILES: F[C:2]1[CH:7]=[CH:6][C:5]([N+:8]([O-:10])=[O:9])=[CH:4][C:3]=1[F:11].[C:12]([C:14]([C:17]1[CH:18]=[C:19]([CH:31]=[CH:32][CH:33]=1)[C:20]([NH:22][C:23]1[CH:28]=[C:27]([OH:29])[CH:26]=[CH:25][C:24]=1C)=[O:21])([CH3:16])[CH3:15])#[N:13].C(=O)([O-])[O-].[K+].[K+]>CN(C)C=O>[C:12]([C:14]([C:17]1[CH:18]=[C:19]([CH:31]=[CH:32][CH:33]=1)[C:20]([NH:22][C:23]1[CH:24]=[CH:25][CH:26]=[C:27]([O:29][C:2]2[CH:7]=[CH:6][C:5]([N+:8]([O-:10])=[O:9])=[CH:4][C:3]=2[F:11])[CH:28]=1)=[O:21])([CH3:16])[CH3:15])#[N:13] |f:2.3.4|. Procedure: To a solution of 1,2-difluoro-4-nitrobenzene (1.19 g, 7.49 mmol) and 3-(1-cyano-1-methylethyl)-N-(5-hydroxy-2-methylphenyl)benzamide (2.0 g, 7.13 mmol) in N,N-dimethylformamide (15 mL) was added potassium carbonate (1.47 g, 10.7 mmol), and the mixture was stirred at 80° C. for 18 hr. The reaction mixture was cooled to room temperature, and concentrated under reduced pressure. The obtained residue was diluted with ethyl acetate (200 mL), washed with water (200 mL) and saturated brine (200 mL), su... Reactants: NC(C#N)(CN1N=C2C(N=CC(=C2C)Br)=C1)C (2-amino-3-(6-bromo-7-methyl-2H-pyrazolo[4,3-b]pyridin-2-yl)-2-methylpropionitrile), FC(C1=CC=C(C(=S)Cl)C=C1)(F)F (4-trifluoromethylthiobenzoyl chloride). Product: BrC1=C(C=2C(N=C1)=CN(N2)CC(C)(C#N)NC(C2=CC=C(C=C2)C(F)(F)F)=S)C (N-[2-(6-Bromo-7-methyl-2H-pyrazolo[4,3-b]pyridin-2-yl)-1-cyano-1-methylethyl]-4-trifluoromethylthiobenzamide), solid. Yield: 27.0%. Reaction SMILES: [NH2:1][C:2]([CH3:17])([CH2:5][N:6]1[CH:16]=[C:9]2[N:10]=[CH:11][C:12]([Br:15])=[C:13]([CH3:14])[C:8]2=[N:7]1)[C:3]#[N:4].[F:18][C:19]([F:30])([F:29])[C:20]1[CH:28]=[CH:27][C:23]([C:24](Cl)=[S:25])=[CH:22][CH:21]=1>>[Br:15][C:12]1[CH:11]=[N:10][C:9]2=[CH:16][N:6]([CH2:5][C:2]([NH:1][C:24](=[S:25])[C:23]3[CH:22]=[CH:21][C:20]([C:19]([F:18])([F:29])[F:30])=[CH:28][CH:27]=3)([C:3]#[N:4])[CH3:17])[N:7]=[C:8]2[C:13]=1[CH3:14]. Procedure details: Using a procedure adapted from that described in Example 1, using 2-amino-3-(6-bromo-7-methyl-2H-pyrazolo[4,3-b]pyridin-2-yl)-2-methylpropionitrile (56.7 mg, described in Example 150) and 4-trifluoromethylthiobenzoyl chloride, the title compound was isolated as a white solid (26 mg, 27%). MS (ES): M/Z [M+H]=498. 1H NMR: (400 MHz, CHLOROFORM-d): 1.97 (s, 3H), 2.67 (s, 3H), 4.82 (d, 1H), 4.97 (d, 1H), 7.77 (d, J=8.2 Hz, 2H), 7.92 (d, J=8.3 Hz, 2H), 8.38 (s, 1H), 8.54 (s, 1H) and 8.61 (s, 1H). 19F ... Starting materials: [Cl-].C(C(C)C)OC1=CC=CC2=C1C(=NO2)OCC2CC[NH2+]CC2 (4-{[(isobutoxy-1,2-benzisoxazol-3-yl)oxy]methyl}piperidinium chloride), O1CC12CCOCC2 (1,6-dioxaspiro[2.5]octane), C(C)(C)N(C(C)C)CC (N,N-diisopropylethylamine). The solvent is C(C)O (ethanol). Product: C(C(C)C)OC1=CC=CC2=C1C(=NO2)OCC2CCN(CC2)CC2(CCOCC2)O (4-[(4-{[(4-Isobutoxy-1,2-benzisoxazol-3-yl)oxy]methyl}piperidin-1-yl)methyl]-tetrahydro-2H-pyran-4-ol). Isolated yield 67.7%. Reaction SMILES: [Cl-].[CH2:2]([O:6][C:7]1[C:12]2[C:13]([O:16][CH2:17][CH:18]3[CH2:23][CH2:22][NH2+:21][CH2:20][CH2:19]3)=[N:14][O:15][C:11]=2[CH:10]=[CH:9][CH:8]=1)[CH:3]([CH3:5])[CH3:4].[O:24]1[C:26]2([CH2:31][CH2:30][O:29][CH2:28][CH2:27]2)[CH2:25]1.C(N(CC)C(C)C)(C)C>C(O)C>[CH2:2]([O:6][C:7]1[C:12]2[C:13]([O:16][CH2:17][CH:18]3[CH2:23][CH2:22][N:21]([CH2:25][C:26]4([OH:24])[CH2:31][CH2:30][O:29][CH2:28][CH2:27]4)[CH2:20][CH2:19]3)=[N:14][O:15][C:11]=2[CH:10]=[CH:9][CH:8]=1)[CH:3]([CH3:5])[CH3:4] |f:0.1|. Reported procedure: A solution of 4-{[(isobutoxy-1,2-benzisoxazol-3-yl)oxy]methyl}piperidinium chloride (40.9 mg, 0.120 mmol, EXAMPLE 8, step 4), 1,6-dioxaspiro[2.5]octane (30.4 mg, 0.266 mmol, Phosphorus and Sulfur and Related Elements 1984, 19, 113) and N,N-diisopropylethylamine (0.10 mL, 0.58 mmol) in ethanol (1 mL) was stirred overnight at room temperature. Solvent was evaporated, and the residual oil was purified by NH gel column chromatography (hexane/ethyl acetate 4:1) to give 34.0 mg (68%) of the title comp... The reactants are BrCC=1C=C(C#N)C=C(C1)F (3-(bromomethyl)-5-fluorobenzonitrile), NC(C=1C=C(CN(CC(=O)OC(C)(C)C)C)C=C(C1)F)=NO (tert-butyl N-{3-[amino(hydroxyimino)methyl]-5-fluorobenzyl}-N-methylglycinate), CNCCC(=O)OC(C)(C)C (tert-butyl N-methyl-beta-alaninate). The product is C(#N)C=1C=C(CN(CCC(=O)OC(C)(C)C)C)C=C(C1)F (tert-butyl N-(3-cyano-5-fluorobenzyl)-methyl-beta-alaninate). RXN SMILES: BrCC1C=C(C=C(F)C=1)C#N.N[C:13](=[N:32]O)[C:14]1[CH:15]=[C:16]([CH:28]=[C:29]([F:31])[CH:30]=1)[CH2:17][N:18]([CH3:27])[CH2:19][C:20](OC(C)(C)C)=O.CNCC[C:38]([O:40][C:41]([CH3:44])([CH3:43])[CH3:42])=[O:39]>>[C:13]([C:14]1[CH:15]=[C:16]([CH:28]=[C:29]([F:31])[CH:30]=1)[CH2:17][N:18]([CH3:27])[CH2:19][CH2:20][C:38]([O:40][C:41]([CH3:44])([CH3:43])[CH3:42])=[O:39])#[N:32]. Procedure details: The title compound was prepared according the general procedure 10, starting from 3-(bromomethyl)-5-fluorobenzonitrile (Intermediate 24 Step 1, 750 mg, 3.5 mmol) and tert-butyl N-methyl-beta-alaninate (670 mg, 4.2 mmol, prepared as described in Biorg. Med. Chem. (11) 2003, 3083-3099). It was isolated as a pale yellow oil. 1H NMR (DMSO-d6, 300 MHz) δ 7.73 (ddd, J=8.6, 2.6, 1.4 Hz, 1H), 7.61 (s, 1H), 7.56-7.45 (m, 1H), 3.53 (s, 2H), 2.60 (t, J=6.7 Hz, 2H), 2.38 (t, J=6.7 Hz, 2H), 2.12 (s, 3H), 1.4... Reactants: COC1=CC=C(CNS(=O)(=O)C2=CC=C(C(=O)OC)C=C2)C=C1 (methyl 4-(N-(4-methoxybenzyl)sulfamoyl)benzoate), BrCC1=CC(=CC=C1)Cl (1-(bromomethyl)-3-chlorobenzene). Product: ClC=1C=C(CN(S(=O)(=O)C2=CC=C(C(=O)O)C=C2)CC2=CC=C(C=C2)OC)C=CC1 (4-(N-(3-chlorobenzyl)-N-(4-methoxybenzyl)sulfamoyl)benzoic acid). Reaction SMILES: [CH3:1][O:2][C:3]1[CH:23]=[CH:22][C:6]([CH2:7][NH:8][S:9]([C:12]2[CH:21]=[CH:20][C:15]([C:16]([O:18]C)=[O:17])=[CH:14][CH:13]=2)(=[O:11])=[O:10])=[CH:5][CH:4]=1.Br[CH2:25][C:26]1[CH:31]=[CH:30][CH:29]=[C:28]([Cl:32])[CH:27]=1>>[Cl:32][C:28]1[CH:27]=[C:26]([CH:31]=[CH:30][CH:29]=1)[CH2:25][N:8]([CH2:7][C:6]1[CH:5]=[CH:4][C:3]([O:2][CH3:1])=[CH:23][CH:22]=1)[S:9]([C:12]1[CH:13]=[CH:14][C:15]([C:16]([OH:18])=[O:17])=[CH:20][CH:21]=1)(=[O:11])=[O:10]. Procedure: Prepared as in example 5-10 from Methyl 4-(N-(4-methoxybenzyl)sulfamoyl)benzoate (Example 5-10b) and 1-(bromomethyl)-3-chlorobenzene.